From a dataset of the Open Reaction Database (ORD), a public repository of structured organic reaction records. describe an organic reaction: reactants, conditions, products, and yield Starting materials: compound, [Si](C1=CC=CC=C1)(C1=CC=CC=C1)(C(C)(C)C)OCC=1N=C(N(C1)CC=C)C(C)=O (1-[4-(tert-Butyldiphenylsilyloxymethyl)-1-(2-propenyl)-1H-imidazol-2-yl]ethanone), CCCC[N+](CCCC)(CCCC)CCCC.[F-] (TBAF). Run in C1CCOC1 (THF). Run at time 1 hour. Product: OCC=1N=C(N(C1)CC=C)C(C)=O (1-[4-Hydroxymethyl-1-(2-propenyl)-1H-imidazol-2-yl]ethanone). As a reaction SMILES: [Si]([O:18][CH2:19][C:20]1[N:21]=[C:22]([C:28](=[O:30])[CH3:29])[N:23]([CH2:25][CH:26]=[CH2:27])[CH:24]=1)(C(C)(C)C)(C1C=CC=CC=1)C1C=CC=CC=1.CCCC[N+](CCCC)(CCCC)CCCC.[F-]>C1COCC1>[OH:18][CH2:19][C:20]1[N:21]=[C:22]([C:28](=[O:30])[CH3:29])[N:23]([CH2:25][CH:26]=[CH2:27])[CH:24]=1 |f:1.2|. Procedure: The compound (0.750 g) obtained in (2) was dissolved in THF (50 mL), followed by addition of TBAF (1.0 M THF solution, 1.79 mL) under stirring, and the stirring was continued for 1 hour. The reaction solution was concentrated, and the resulting residue was purified by flash chromatography (ethyl acetate/hexane=5%-÷100%) using amino column (product name: Hi-Flash Column 3 L, manufactured by Yamazen Corporation), washed with ethyl acetate/hexane, and subsequently dried to afford the title compound... Starting materials: CO, CC(C)O, O=C(Nc1c(F)cccc1F)c1cccc(-c2nc3ccccn3c2-c2ccnc(Cl)n2)c1, Cl, COc1cc(N2CCC(N3CCCCC3)CC2)c(OC)cc1N, N. The product is COc1cc(N2CCC(N3CCCCC3)CC2)c(OC)cc1Nc1nccc(-c2c(-c3cccc(C(=O)Nc4c(F)cccc4F)c3)nc3ccccn23)n1. As a reaction SMILES: [CH3:63][OH:64].[CH:59]([OH:60])([CH3:61])[CH3:62].[Cl:1][c:2]1[n:3][cH:4][cH:5][c:6](-[c:8]2[c:9](-[c:17]3[cH:18][c:19]([C:20](=[O:21])[NH:22][c:23]4[c:24]([F:30])[cH:25][cH:26][cH:27][c:28]4[F:29])[cH:31][cH:32][cH:33]3)[n:10][c:11]3[n:12]2[cH:13][cH:14][cH:15][cH:16]3)[n:7]1.[ClH:57].[N:34]1([CH:40]2[CH2:41][CH2:42][N:43]([c:46]3[cH:47][c:48]([O:55][CH3:56])[c:49]([NH2:50])[cH:51][c:52]3[O:53][CH3:54])[CH2:44][CH2:45]2)[CH2:35][CH2:36][CH2:37][CH2:38][CH2:39]1.[NH3:58]>>[c:2]1([NH:50][c:49]2[c:48]([O:55][CH3:56])[cH:47][c:46]([N:43]3[CH2:42][CH2:41][CH:40]([N:34]4[CH2:35][CH2:36][CH2:37][CH2:38][CH2:39]4)[CH2:45][CH2:44]3)[c:52]([O:53][CH3:54])[cH:51]2)[n:3][cH:4][cH:5][c:6](-[c:8]2[c:9](-[c:17]3[cH:18][c:19]([C:20](=[O:21])[NH:22][c:23]4[c:24]([F:30])[cH:25][cH:26][cH:27][c:28]4[F:29])[cH:31][cH:32][cH:33]3)[n:10][c:11]3[n:12]2[cH:13][cH:14][cH:15][cH:16]3)[n:7]1. The reactants are C(C1=CC=CC=C1)OC1=CC(=CN(C1=O)C)B(O)O ([5-(benzyloxy)-1-methyl-6-oxo-1,6-dihydropyridin-3-yl]boronic acid), ClC1=NC=CC(=N1)C1=CC=CC=C1 (2-chloro-4-phenylpyrimidine), [F-].[K+] (potassium fluoride). Reagents/catalysts: CC(C)([P](C(C)(C)C)([Pd][P](C(C)(C)C)(C(C)(C)C)C(C)(C)C)C(C)(C)C)C (bis(tri-t-butylphosphine)palladium(0)). The solvent is O1CCOCC1 (dioxane). Run at temperature 60 celsius, time 22 hour. The product is C(C1=CC=CC=C1)OC=1C(N(C=C(C1)C1=NC=CC(=N1)C1=CC=CC=C1)C)=O (3-(benzyloxy)-1-methyl-5-(4-phenylpyrimidin-2-yl)pyridin-2(1H)-one). Isolated yield 49.0%. RXN SMILES: [CH2:1]([O:8][C:9]1[C:14](=[O:15])[N:13]([CH3:16])[CH:12]=[C:11](B(O)O)[CH:10]=1)[C:2]1[CH:7]=[CH:6][CH:5]=[CH:4][CH:3]=1.Cl[C:21]1[N:26]=[C:25]([C:27]2[CH:32]=[CH:31][CH:30]=[CH:29][CH:28]=2)[CH:24]=[CH:23][N:22]=1.[F-].[K+]>O1CCOCC1.CC(C)([P](C(C)(C)C)([Pd][P](C(C)(C)C)(C(C)(C)C)C(C)(C)C)C(C)(C)C)C>[CH2:1]([O:8][C:9]1[C:14](=[O:15])[N:13]([CH3:16])[CH:12]=[C:11]([C:21]2[N:26]=[C:25]([C:27]3[CH:32]=[CH:31][CH:30]=[CH:29][CH:28]=3)[CH:24]=[CH:23][N:22]=2)[CH:10]=1)[C:2]1[CH:7]=[CH:6][CH:5]=[CH:4][CH:3]=1 |f:2.3,^1:43,49|. Procedure details: A mixture of [5-(benzyloxy)-1-methyl-6-oxo-1,6-dihydropyridin-3-yl]boronic acid (30 mg, 0.116 mmol), 2-chloro-4-phenylpyrimidine (23.2 mg, 0.122 mmol), bis(tri-t-butylphosphine)palladium(0) (5.9 mg, 0.012 mmol) and potassium fluoride (24 mg, 0.405 mmol) in dioxane (1.5 mL) was stirred at 60° C. for 22 h, cooled to room temperature and filtered through a plug of silica gel (washed with EtOAc). Combined filtrate and washings were concentrated. Purification by preparative HPLC (5-55% CH3CN/H2O over... Starting materials: C(C=C)OC1=CC=CC=C1 (allyloxybenzene), C1(=CC=CC=C1)C=1C(=C(C(=CC1)C)S(=O)(=O)[O-])I=O (phenyliodosotoluene sulfonate), 1l, O1CCOCC1 (dioxane). The solvent is C(C)(=O)O (acetic acid), C(C)(=O)O (acetic acid). Run at time 2 hour. The product is C=1(C(=CC=CC1)S(=O)(=O)[O-])C.C(C=C)OC1=C(C=CC=C1)[I+]C1=CC=CC=C1 ((allyloxyphenyl)-phenyliodonium toluenesulfonate). RXN SMILES: [CH2:1]([O:4][C:5]1[CH:10]=[CH:9][CH:8]=[CH:7][CH:6]=1)[CH:2]=[CH2:3].C1([C:17]2[C:18]([I:28]=O)=[C:19]([S:24]([O-:27])(=[O:26])=[O:25])[C:20]([CH3:23])=[CH:21][CH:22]=2)C=CC=CC=1.O1CCOCC1>C(O)(=O)C>[C:20]1([CH3:23])[C:19]([S:24]([O-:27])(=[O:26])=[O:25])=[CH:18][CH:17]=[CH:22][CH:21]=1.[CH2:1]([O:4][C:5]1[CH:10]=[CH:9][CH:8]=[CH:7][C:6]=1[I+:28][C:18]1[CH:19]=[CH:20][CH:21]=[CH:22][CH:17]=1)[CH:2]=[CH2:3] |f:4.5|. Procedure details: To 40 g of allyloxybenzene in 50 ml of acetic acid are added dropwise 78.4 g of phenyliodosotoluene sulfonate in 100 ml of acetic acid and the mixture is stirred at room temperature for 2 hours. The reaction mixture is poured into 1l of dioxane, the precipitate of (allyloxyphenyl)-phenyliodonium toluenesulfonate obtained is washed with ether and dried. Conversion into bis-fluorosulfonylimide is carried out by mixing 15 g of (allyloxyphenyl)-phenyliodonium toluenesulfonate and 7 g of KN(SO2F)2 in... Starting materials: FC(C1=CC=C(C(=N)N)C=C1)(F)F (4-trifluoromethyl-benzamidine), ClC1=C(C=C(C#N)C#N)C=CC(=C1)Cl (2-(2,4-dichloro-benzylidene)-malononitrile). The product is NCC=1C(=NC(=NC1C1=C(C=C(C=C1)Cl)Cl)C1=CC=C(C=C1)C(F)(F)F)N (5-Aminomethyl-6-(2,4-dichloro-phenyl)-2-(4-trifluoromethyl-phenyl)-pyrimidin-4-ylamine). RXN SMILES: [F:1][C:2]([F:13])([F:12])[C:3]1[CH:11]=[CH:10][C:6]([C:7]([NH2:9])=[NH:8])=[CH:5][CH:4]=1.[Cl:14][C:15]1[CH:26]=[C:25]([Cl:27])[CH:24]=[CH:23][C:16]=1[CH:17]=[C:18]([C:21]#[N:22])[C:19]#[N:20]>>[NH2:22][CH2:21][C:18]1[C:19]([NH2:20])=[N:8][C:7]([C:6]2[CH:10]=[CH:11][C:3]([C:2]([F:12])([F:13])[F:1])=[CH:4][CH:5]=2)=[N:9][C:17]=1[C:16]1[CH:23]=[CH:24][C:25]([Cl:27])=[CH:26][C:15]=1[Cl:14]. Procedure: The title compound, MS: m/e=412.9 (M+H+), was prepared from 4-trifluoromethyl-benzamidine and 2-(2,4-dichloro-benzylidene)-malononitrile in analogy to the process described in Example 11 as a solid. The reactants are CN1CCNCC1, COC(=O)c1ccc(C2CC2)cc1Cl, COCCO[AlH2-]OCCOC, Cc1ccccc1, [Na+], O. Yields the product O=Cc1ccc(C2CC2)cc1Cl. Reaction SMILES: [CH3:13][N:14]1[CH2:15][CH2:16][NH:17][CH2:18][CH2:19]1.[CH3:20][O:21][C:22]([c:23]1[c:24]([Cl:32])[cH:25][c:26]([CH:29]2[CH2:30][CH2:31]2)[cH:27][cH:28]1)=[O:33].[CH3:2][O:3][CH2:4][CH2:5][O:6][AlH2-:7][O:8][CH2:9][CH2:10][O:11][CH3:12].[CH3:35][c:36]1[cH:37][cH:38][cH:39][cH:40][cH:41]1.[Na+:1].[OH2:34]>>[O:21]=[CH:22][c:23]1[c:24]([Cl:32])[cH:25][c:26]([CH:29]2[CH2:30][CH2:31]2)[cH:27][cH:28]1. Starting materials: COC=1C=CC=C(C1C=2C=CC=CC2P(C3CCCCC3)C4CCCCC4)OC (S—PHOS), C(C)(C)(C)OC(=O)N1CCN(CC1)C(=O)C1=C(N(C2=C1C=NC(=C2)OC)C2=CC=CC=C2)Cl (4-(2-Chloro-6-methoxy-1-phenyl-1H-pyrrolo[3,2-c]pyridine-3-carbonyl)-piperazine-1-carboxylic acid tert-butyl ester), BrCCBr (1,2-dibromoethane), FC=1C(=C(CBr)C=CC1)C (3-fluoro-2-methyl-benzylbromide), B-OM-9-BBN. The reagents and catalysts are C(C)(=O)[O-].[Pd+2].C(C)(=O)[O-] (palladium(II) acetate), [Zn] (zinc), Cl[Si](C)(C)C (chlorotrimethylsilane). The solvent is CN(C)C=O (DMF), C1CCOC1 (THF), C1CCOC1 (THF), CCCCCC (hexane). Conditions: time 20 minute. The product is C(C)(C)(C)OC(=O)N1CCN(CC1)C(=O)C1=C(N(C2=C1C=NC(=C2)OC)C2=CC=CC=C2)CC2=C(C(=CC=C2)F)C (4-[2-(3-Fluoro-2-methyl-benzyl)-6-methoxy-1-phenyl-1H-pyrrolo[3,2-c]pyridine-3-carbonyl]-piperazine-1-carboxylic acid tert-butyl ester). Yield: 76.0%. Reaction SMILES: BrCCBr.[F:5][C:6]1[C:7]([CH3:14])=[C:8]([CH:11]=[CH:12][CH:13]=1)[CH2:9]Br.[C:15]([O:19][C:20]([N:22]1[CH2:27][CH2:26][N:25]([C:28]([C:30]2[C:34]3[CH:35]=[N:36][C:37]([O:39][CH3:40])=[CH:38][C:33]=3[N:32]([C:41]3[CH:46]=[CH:45][CH:44]=[CH:43][CH:42]=3)[C:31]=2Cl)=[O:29])[CH2:24][CH2:23]1)=[O:21])([CH3:18])([CH3:17])[CH3:16].COC1C=CC=C(OC)C=1C1C=CC=CC=1P(C1CCCCC1)C1CCCCC1>C1COCC1.CCCCCC.[Zn].C([O-])(=O)C.[Pd+2].C([O-])(=O)C.Cl[Si](C)(C)C.CN(C=O)C>[C:15]([O:19][C:20]([N:22]1[CH2:27][CH2:26][N:25]([C:28]([C:30]2[C:34]3[CH:35]=[N:36][C:37]([O:39][CH3:40])=[CH:38][C:33]=3[N:32]([C:41]3[CH:42]=[CH:43][CH:44]=[CH:45][CH:46]=3)[C:31]=2[CH2:9][C:8]2[CH:11]=[CH:12][CH:13]=[C:6]([F:5])[C:7]=2[CH3:14])=[O:29])[CH2:24][CH2:23]1)=[O:21])([CH3:18])([CH3:16])[CH3:17] |f:7.8.9|. Reported procedure: To zinc (167 mg, 2.55 mmol) in dry THF (500 μl) in a dry flask under an argon atmosphere was added 1,2-dibromoethane (5.49 μl, 63.7 μmol). The mixture was heated three times to reflux with a heat gun and allowed to cool to room temperature. Then chlorotrimethylsilane (0.27 μl, 2.12 μmol) was added and the mixture was stirred at room temperature for 20 min. Subsequently the flask was placed in an ice bath and a solution of 3-fluoro-2-methyl-benzylbromide (259 mg, 1.27 mmol) in dry THF (1 ml) was ... Starting materials: ClC1=CC=C(CCl)C=C1 (4-chlorobenzyl chloride), BrC=1C=C(C=NC1)CC(C)=O (5-bromo-3-pyridylacetone). Product: BrC=1C=C(C=NC1)C(C(C)O)CC1=CC=C(C=C1)Cl (3-(5-Bromo-3-pyridyl)-4-(4-chlorophenyl)-2-butanol). RXN SMILES: [Cl:1][C:2]1[CH:9]=[CH:8][C:5]([CH2:6]Cl)=[CH:4][CH:3]=1.[Br:10][C:11]1[CH:12]=[C:13]([CH2:17][C:18](=[O:20])[CH3:19])[CH:14]=[N:15][CH:16]=1>>[Br:10][C:11]1[CH:12]=[C:13]([CH:17]([CH2:6][C:5]2[CH:8]=[CH:9][C:2]([Cl:1])=[CH:3][CH:4]=2)[CH:18]([OH:20])[CH3:19])[CH:14]=[N:15][CH:16]=1. Procedure details: The title compound was prepared following the procedure described in Reference Example 53, Step B-C, substituting 2-bromomethyl-5-chloropyridine with 4-chlorobenzyl chloride and 3-bromophenylaceatone with 5-bromo-3-pyridylacetone (Step A). 1H NMR (500 MHz, CD3OD): δ 8.43 (d, 1H), 8.24 (d, 1H), 7.98 (dd, 1H), 7.17 (d, 2H), 7.07 (d, 2H), 4.04 (m, 1H), 3.16 (dd, 1H), 3.0-2.9 (m, 2H), 1.04 (d, 3H). The reactants are C(=O)(Cl)Cl (phosgene), C1(=CC=CC=C1)C (toluene), C(C)OC(=O)C=1N=C2N(C3=CC=C(C=C3NC2=O)C(F)(F)F)C1C (2-Ethoxycarbonyl-1-methyl-7-trifluoromethylimidazo[1,2-a]quinoxalin 4(5H)-one). The solvent is CN(C)C=O (DMF). Run at temperature 25 celsius, time 8 hour. The product is ClC=1C=2N(C3=CC=C(C=C3N1)C(F)(F)F)C(=C(N2)C(=O)OCC)C (4-chloro-2-ethoxycarbonyl-1-methyl-7trifluoromethylimidazo[1,2-a]quinoxaline). Yield: 95.0%. As a reaction SMILES: [CH2:1]([O:3][C:4]([C:6]1[N:7]=[C:8]2[C:17](=O)[NH:16][C:15]3[C:10](=[CH:11][CH:12]=[C:13]([C:19]([F:22])([F:21])[F:20])[CH:14]=3)[N:9]2[C:23]=1[CH3:24])=[O:5])[CH3:2].C(Cl)([Cl:27])=O.C1(C)C=CC=CC=1>CN(C=O)C>[Cl:27][C:17]1[C:8]2[N:9]([C:23]([CH3:24])=[C:6]([C:4]([O:3][CH2:1][CH3:2])=[O:5])[N:7]=2)[C:10]2[C:15]([N:16]=1)=[CH:14][C:13]([C:19]([F:22])([F:21])[F:20])=[CH:12][CH:11]=2. Procedure details: To a suspension of 2-ethoxycarbonyl-1-methyl-7-trifluoromethylimidazo[1,2-a]quinoxalin-4(5H)-one (Example 1) (88 g, 259 mmol) in DMF (1.5 l) was dropwise added a solution of 28% phosgene in toluene (0.5 l, 960 mmol). The mixture was stirred at 50° C. for 1 h and overnight at 25° C. followed by evaporation in vacuo. The residue was stirred with ice-cooled water. The solid was collected by filtration and washed with water to yield 83,4 g (95%) of 4-chloro-2-ethoxycarbonyl-1-methyl-7trifluoromethyl...